From a dataset of the Open Reaction Database (ORD), a public repository of structured organic reaction records. describe an organic reaction: reactants, conditions, products, and yield Reactants: COC(=O)N[C@@H](C(C)C)C(=O)O (N-methoxycarbonyl-(L)-valine), C(CCl)Cl (EDC), C=1C=CC2=C(C1)N=NN2O (HOBT), TEA, S1C=NC=C1C1=CC=C(C=C1)CN(C[C@@H]([C@H](CC1=CC=CC=C1)N)O)NC(=O)OC(C)(C)C (1-[4-(thiazol-5-yl)-phenyl]-4(S)-hydroxy-2-(tert-butoxycarbonyl)amino-5(S)-amino-6-phenyl-2-azahexane). Reported procedure: Under a nitrogen atmosphere, 2.66 g (15.2 mmol) of N-methoxycarbonyl-(L)-valine, 5.46 g (28.5 mmol) of EDC and 2.57 g (19 mmol) of HOBT are dissolved in 42 ml of DMF. 7.9 ml (57 mmol) of TEA are added and after 20 min a solution of 4.46 g (9.5 mmol) of 1-[4-(thiazol-5-yl)-phenyl]-4(S)-hydroxy-2-(tert-butoxycarbonyl)amino-5(S)-amino-6-phenyl-2-azahexane (Example 2b) in 85 ml of DMF is added dropwise. After 1.5 hours, the reaction mixture is worked up analogously to Example 2c. Crystallisation fro... The solvent is CN(C)C=O (DMF), CN(C)C=O (DMF). Run at time 1.5 hour. Product: S1C=NC=C1C1=CC=C(C=C1)CN(C[C@@H]([C@H](CC1=CC=CC=C1)NC([C@@H](NC(=O)OC)C(C)C)=O)O)NC(=O)OC(C)(C)C (1-[4-(Thiazol-5-yl)-phenyl]-4(S)-hydroxy-2-(tert-butoxycarbonyl)amino-5(S)-N-(N-methoxycarbonyl-(L)-valyl)amino-6-phenyl-2-azahexane). As a reaction SMILES: [CH3:1][O:2][C:3]([NH:5][C@H:6]([C:10]([OH:12])=O)[CH:7]([CH3:9])[CH3:8])=[O:4].C(Cl)CCl.C1C=CC2N(O)N=NC=2C=1.[S:27]1[C:31]([C:32]2[CH:37]=[CH:36][C:35]([CH2:38][N:39]([NH:52][C:53]([O:55][C:56]([CH3:59])([CH3:58])[CH3:57])=[O:54])[CH2:40][C@H:41]([OH:51])[C@@H:42]([NH2:50])[CH2:43][C:44]3[CH:49]=[CH:48][CH:47]=[CH:46][CH:45]=3)=[CH:34][CH:33]=2)=[CH:30][N:29]=[CH:28]1>CN(C=O)C>[S:27]1[C:31]([C:32]2[CH:37]=[CH:36][C:35]([CH2:38][N:39]([NH:52][C:53]([O:55][C:56]([CH3:59])([CH3:58])[CH3:57])=[O:54])[CH2:40][C@H:41]([OH:51])[C@@H:42]([NH:50][C:10](=[O:12])[C@H:6]([CH:7]([CH3:8])[CH3:9])[NH:5][C:3]([O:2][CH3:1])=[O:4])[CH2:43][C:44]3[CH:49]=[CH:48][CH:47]=[CH:46][CH:45]=3)=[CH:34][CH:33]=2)=[CH:30][N:29]=[CH:28]1. Run in O (water), CCOCC (ether), CCOCC (ether), C(C)N(CC)CC (triethylamine), CO (methanol), O (water), CCOCC (ether), ClCCl (dichloromethane). Reactants: Cl (hydrochloric acid), [BH4-].[Na+] (sodium borohydride), ClC1=CC=C(C=C1)C1(CCC1)C(=O)Cl (1-(4-chlorophenyl)cyclobutanecarbonyl chloride), COC=1C=C(CCN)C=CC1OC (3,4-dimethoxyphenethylamine), polyphosphate ester. Reaction SMILES: [Cl:1][C:2]1[CH:7]=[CH:6][C:5]([C:8]2([C:12](Cl)=O)[CH2:11][CH2:10][CH2:9]2)=[CH:4][CH:3]=1.[CH3:15][O:16][C:17]1[CH:18]=[C:19]([CH:23]=[CH:24][C:25]=1[O:26][CH3:27])[CH2:20][CH2:21][NH2:22].[BH4-].[Na+].Cl>CCOCC.ClCCl.CO.O.C(N(CC)CC)C>[Cl:1][C:2]1[CH:3]=[CH:4][C:5]([C:8]2([CH:12]3[C:23]4[C:19](=[CH:18][C:17]([O:16][CH3:15])=[C:25]([O:26][CH3:27])[CH:24]=4)[CH2:20][CH2:21][NH:22]3)[CH2:9][CH2:10][CH2:11]2)=[CH:6][CH:7]=1 |f:2.3|. Procedure details: A solution of 1-(4-chlorophenyl)cyclobutanecarbonyl chloride (22.9 g) in ether (200 ml) was added to a stirred mixture of 3,4-dimethoxyphenethylamine (18.1 g), triethylamine (13.9 ml) and ether (300 ml). The mixture was stirred for 1.5 hours and then water was added. The ether layer yielded a residue which was dissolved in dichloromethane (100 ml) and added to polyphosphate ester (195 g) under nitrogen. The mixture was kept at 75°-82° C. for 16 hours and then added to water (1,200 ml). The organ... The product is ClC1=CC=C(C=C1)C1(CCC1)C1NCCC2=CC(=C(C=C12)OC)OC (1-[1-(4-chlorophenyl)cyclobutyl]-6,7-dimethoxy-1,2,3,4-tetrahydroisoquinoline). Conditions: time 1.5 hour.